From a dataset of the Open Reaction Database (ORD), a public repository of structured organic reaction records. describe an organic reaction: reactants, conditions, products, and yield Starting materials: C1CCOC1 (THF), Cl (hydrochloric acid), CN1NC(=NN1)C=1C=CC2=C(C=C(CCO2)C(=O)OC)C1 (methyl 7-(2-methyl-1H-tetrazol-5-yl)-2,3-dihydro-1-benzoxepine-4-carboxylate), [OH-].[Na+] (sodium hydroxide). Run in CO (methanol). Conditions: temperature 50 celsius, time 4 hour. Yields the product CN1NC(=NN1)C=1C=CC2=C(C=C(CCO2)C(=O)O)C1 (7-(2-methyl-1H-tetrazol-5-yl)-2,3-dihydro-1-benzoxepine-4-carboxylic acid). Isolated yield 95.6%. RXN SMILES: C1COCC1.[CH3:6][N:7]1[NH:11][N:10]=[C:9]([C:12]2[CH:13]=[CH:14][C:15]3[O:21][CH2:20][CH2:19][C:18]([C:22]([O:24]C)=[O:23])=[CH:17][C:16]=3[CH:26]=2)[NH:8]1.[OH-].[Na+].Cl>CO>[CH3:6][N:7]1[NH:11][N:10]=[C:9]([C:12]2[CH:13]=[CH:14][C:15]3[O:21][CH2:20][CH2:19][C:18]([C:22]([OH:24])=[O:23])=[CH:17][C:16]=3[CH:26]=2)[NH:8]1 |f:2.3|. Procedure details: In methanol (7 ml) and THF (7 ml) was suspended methyl 7-(2-methyl-1H-tetrazol-5-yl)-2,3-dihydro-1-benzoxepine-4-carboxylate (324 mg, 1.13 mmol), and to the mixture was added 1N sodium hydroxide solution (3.4 ml). The mixture was stirred at 50° C. for 4 hours, and to the mixture was added, under ice-cooling, 1N hydrochloric acid(3.4 ml). The mixture was concentrated under reduced pressure, and to the residue was added water. Insoluble materials were filtered, which were washed with water and dri... The reactants are [BH4-], CC(C)(C)c1ccc(C=O)cc1, O=C([O-])[O-], CO, Cl, Cl, NCCc1cccc(C(F)(F)F)c1F, [K+], [K+], [Na+]. Product: CC(C)(C)c1ccc(CNCCc2cccc(C(F)(F)F)c2F)cc1. Reaction SMILES: [BH4-:34].[C:1]([CH3:2])([CH3:3])([CH3:4])[c:5]1[cH:6][cH:7][c:8]([CH:9]=[O:10])[cH:11][cH:12]1.[C:28](=[O:29])([O-:30])[O-:31].[CH3:37][OH:38].[ClH:13].[ClH:36].[F:14][c:15]1[c:16]([CH2:25][CH2:26][NH2:27])[cH:17][cH:18][cH:19][c:20]1[C:21]([F:22])([F:23])[F:24].[K+:32].[K+:33].[Na+:35]>>[C:1]([CH3:2])([CH3:3])([CH3:4])[c:5]1[cH:6][cH:7][c:8]([CH2:9][NH:27][CH2:26][CH2:25][c:16]2[c:15]([F:14])[c:20]([C:21]([F:22])([F:23])[F:24])[cH:19][cH:18][cH:17]2)[cH:11][cH:12]1.